This data is from the Open Reaction Database (ORD), a public repository of structured organic reaction records. The task is: describe an organic reaction: reactants, conditions, products, and yield Reactants: [C-]#N.[Na+] (Sodium cyanide), F[B-](F)(F)F.ClC1=CC=C(C=C1)[N+]#N (4-chlorobenzenediazonium tetrafluoroborate), Cuprous cyanide. Solvent: O (water), O (water). The product is ClC1=CC=C(C#N)C=C1 (4-Chlorobenzonitrile). Yield: 75.0%. RXN SMILES: [C-:1]#[N:2].[Na+].F[B-](F)(F)F.[Cl:9][C:10]1[CH:15]=[CH:14][C:13]([N+]#N)=[CH:12][CH:11]=1>O>[Cl:9][C:10]1[CH:15]=[CH:14][C:13]([C:1]#[N:2])=[CH:12][CH:11]=1 |f:0.1,2.3|. Procedure details: Sodium cyanide (2.94 g; 0.06 mol) was added to water and stirred. Cuprous cyanide (2.7 g; 0.03 mol) was added to the mixture stirred until it became homogeneous. 4-chlorobenzenediazonium tetrafluoroborate (5.66 g; 0.025 mol) in water (10 ml) was added to one portion. The mixture was allowed to react at room temperature. The mixture was extracted by ethyl acetate and the extract analysed by means of gas chromatography which indicated that 4-chlorobenzonitrile had been formed in 75% yield. Reactants: C(c1cc(ccc1[N+]([O-])=O)O)=O, CC1=CN=C(C=C1)N, [C-]#[N+]C1CCCCC1. Reagents/catalysts: O=C(O)C(F)(F)F (trifluoroacetic acid). Solvent: CC(C)O (isopropyl alcohol), CC(C)O (isopropylalcohol). Conditions: temperature 22 celsius, time 20 hour. Yields the product Cc1ccc2nc(c3cc(ccc3[N+]([O-])=O)O)c(NC3CCCCC3)n2c1. Yield: 14.2%. As a reaction SMILES: CC1=CC=C(N)N=C1.[C-]#[N+]C1CCCCC1.OC1=CC(C=O)=C(C=C1)N(=O)=O>>CC1=CN2C(C=C1)=NC(=C2NC1CCCCC1)C1=C(C=CC(O)=C1)N(=O)=O. The reactants are COc1ccc(C2CCc3cc(OC(=O)C(C)(C)C)ccc3C2)c(N(C(=O)c2ccc(OC(C)=O)c(F)c2)C(C)C)c1, O=C([O-])[O-], CO, [K+], [K+], O. Yields the product COc1ccc(C2CCc3cc(OC(=O)C(C)(C)C)ccc3C2)c(N(C(=O)c2ccc(O)c(F)c2)C(C)C)c1. RXN SMILES: [C:1](=[O:2])([CH3:3])[O:4][c:5]1[c:6]([F:42])[cH:7][c:8]([C:9](=[O:10])[N:11]([c:12]2[c:13]([CH:20]3[CH2:21][c:22]4[cH:23][cH:24][c:25]([O:30][C:31]([C:32]([CH3:33])([CH3:34])[CH3:35])=[O:36])[cH:26][c:27]4[CH2:28][CH2:29]3)[cH:14][cH:15][c:16]([O:18][CH3:19])[cH:17]2)[CH:37]([CH3:38])[CH3:39])[cH:40][cH:41]1.[C:44](=[O:45])([O-:46])[O-:47].[CH3:50][OH:51].[K+:48].[K+:49].[OH2:43]>>[OH:4][c:5]1[c:6]([F:42])[cH:7][c:8]([C:9](=[O:10])[N:11]([c:12]2[c:13]([CH:20]3[CH2:21][c:22]4[cH:23][cH:24][c:25]([O:30][C:31]([C:32]([CH3:33])([CH3:34])[CH3:35])=[O:36])[cH:26][c:27]4[CH2:28][CH2:29]3)[cH:14][cH:15][c:16]([O:18][CH3:19])[cH:17]2)[CH:37]([CH3:38])[CH3:39])[cH:40][cH:41]1. Reactants: [OH-].[Na+] (Sodium hydroxide), FC1=CC(=C(C=C1)C=1N(C(C2=CC=CC=C2C1/C=C/C(CC(=O)OC)O)=O)C(C)C)OC (Methyl (E)-5-[1,2-dihydro-3-(4-fluoro-2-methoxyphenyl)-2-(1-methylethyl)-1-oxo-4-isoquinolinyl]-3-hydroxy-4-pentenoate). Solvent: CO (methanol). Product: FC1=CC(=C(C=C1)C=1N(C(C2=CC=CC=C2C1/C=C/C(CC(=O)O)O)=O)C(C)C)OC ((E)-5-[1,2-Dihydro-3-(4-fluoro-2-methoxyphenyl)-2-(1-methylethyl)-1-oxo-4-isoquinolinyl]-3-hydroxy-4-pentenoic acid). Yield: 84.7%. RXN SMILES: [OH-].[Na+].[F:3][C:4]1[CH:9]=[CH:8][C:7]([C:10]2[N:11]([CH:30]([CH3:32])[CH3:31])[C:12](=[O:29])[C:13]3[C:18]([C:19]=2/[CH:20]=[CH:21]/[CH:22]([OH:28])[CH2:23][C:24]([O:26]C)=[O:25])=[CH:17][CH:16]=[CH:15][CH:14]=3)=[C:6]([O:33][CH3:34])[CH:5]=1>CO>[F:3][C:4]1[CH:9]=[CH:8][C:7]([C:10]2[N:11]([CH:30]([CH3:31])[CH3:32])[C:12](=[O:29])[C:13]3[C:18]([C:19]=2/[CH:20]=[CH:21]/[CH:22]([OH:28])[CH2:23][C:24]([OH:26])=[O:25])=[CH:17][CH:16]=[CH:15][CH:14]=3)=[C:6]([O:33][CH3:34])[CH:5]=1 |f:0.1|. Procedure details: 1N-Sodium hydroxide (3 ml) was added to a solution of the compound (500 mg) obtained by Step 6 in methanol (25 ml) at room temperature under stirring. The mixture was stirred at room temperature for 1.5 hours and then the solvent was distilled off. The residue to which water was added was washed with ethyl acetate. The aqueous layer was acidified with aqueous potassium hydrogen sulfate solution and extracted with ethyl acetate. The extract was washed with water, dried over anhydrous sodium sulfa... Starting materials: O[C@@H](CN1CC(NCC1)=O)C1=C(C2=C(C(OC2)=O)C=C1)C (4-[(2R)-2-hydroxy-2-(4-methyl-1-oxo-1,3-dihydro-2-benzofuran-5-yl)ethyl]piperazin-2-one), ClC1=CC=C2C(=N1)SC(=C2)C#N (6-chlorothieno[2,3-b]pyridine-2-carbonitrile), CC1(C2=C(C(=CC=C2)P(C3=CC=CC=C3)C4=CC=CC=C4)OC5=C(C=CC=C51)P(C6=CC=CC=C6)C7=CC=CC=C7)C (Xantphos), C(=O)([O-])[O-].[Cs+].[Cs+] (Cs2CO3). Reagents/catalysts: C=1C=CC(=CC1)/C=C/C(=O)/C=C/C2=CC=CC=C2.C=1C=CC(=CC1)/C=C/C(=O)/C=C/C2=CC=CC=C2.C=1C=CC(=CC1)/C=C/C(=O)/C=C/C2=CC=CC=C2.[Pd].[Pd] (Pd2(dba)3). The solvent is O1CCOCC1 (dioxane). Reaction conditions: temperature 120 celsius. The product is O[C@@H](CN1CC(N(CC1)C1=CC=C2C(=N1)SC(=C2)C#N)=O)C2=C(C1=C(C(OC1)=O)C=C2)C (6-{4-[(2R)-2-Hydroxy-2-(4-methyl-1-oxo-1,3-dihydro-2-benzofuran-5-yl)ethyl]-2-oxopiperazin-1-yl}thieno-[2,3-b]pyridine-2-carbonitrile). As a reaction SMILES: [OH:1][C@H:2]([C:11]1[CH:20]=[CH:19][C:14]2[C:15](=[O:18])[O:16][CH2:17][C:13]=2[C:12]=1[CH3:21])[CH2:3][N:4]1[CH2:9][CH2:8][NH:7][C:6](=[O:10])[CH2:5]1.Cl[C:23]1[N:28]=[C:27]2[S:29][C:30]([C:32]#[N:33])=[CH:31][C:26]2=[CH:25][CH:24]=1.CC1(C)C2C(=C(P(C3C=CC=CC=3)C3C=CC=CC=3)C=CC=2)OC2C(P(C3C=CC=CC=3)C3C=CC=CC=3)=CC=CC1=2.C([O-])([O-])=O.[Cs+].[Cs+]>O1CCOCC1.C1C=CC(/C=C/C(/C=C/C2C=CC=CC=2)=O)=CC=1.C1C=CC(/C=C/C(/C=C/C2C=CC=CC=2)=O)=CC=1.C1C=CC(/C=C/C(/C=C/C2C=CC=CC=2)=O)=CC=1.[Pd].[Pd]>[OH:1][C@H:2]([C:11]1[CH:20]=[CH:19][C:14]2[C:15](=[O:18])[O:16][CH2:17][C:13]=2[C:12]=1[CH3:21])[CH2:3][N:4]1[CH2:9][CH2:8][N:7]([C:23]2[N:28]=[C:27]3[S:29][C:30]([C:32]#[N:33])=[CH:31][C:26]3=[CH:25][CH:24]=2)[C:6](=[O:10])[CH2:5]1 |f:3.4.5,7.8.9.10.11|. Procedure: A mixture of 4-[(2R)-2-hydroxy-2-(4-methyl-1-oxo-1,3-dihydro-2-benzofuran-5-yl)ethyl]piperazin-2-one [I-10] (33 mg, 0.11 mmol), 6-chlorothieno[2,3-b]pyridine-2-carbonitrile [I-13] (22 mg, 0.11 mmol), Pd2(dba)3 (21 mg, 0.023 mmol), Xantphos (26 mg, 0.045 mmol), and Cs2CO3 (55 mg, 0.17 mmol) in dioxane (2 mL) was sealed in a microwave tube and purged three times with nitrogen. It was heated to 120° C. for 20 minutes in a microwave reactor. LC showed formation of the title product, which was purifi... Reactants: ice water, C(C)OP(=O)(OCC)CC(=O)OCC (ethyl diethylphosphonoacetate), O=C1CCCN(C2=C1C=C(C=C2)Cl)C(C2=C(C=C(C=C2)NC(C2=C(C=CC=C2)C)=O)C)=O (5-oxo-7-chloro-1-[2-methyl-4-(2-methylbenzoylamino)benzoyl]-2,3,4,5-tetrahydro-1H-benzazepine), [H-].[Na+] (sodium hydride). Run in O1CCCC1 (tetrahydrofuran). The product is C(C)OC(=O)C=C1CCCN(C2=C1C=C(C=C2)Cl)C(C2=C(C=C(C=C2)NC(C2=C(C=CC=C2)C)=O)C)=O (5-ethoxycarbonylmethylidene-7-chloro-1-[2-methyl-4-(2-methylbenzoylamino)benzoyl]-2,3,4,5-tetrahydro-1H-benzazepine). RXN SMILES: [H-].[Na+].C(OP([CH2:11][C:12]([O:14][CH2:15][CH3:16])=[O:13])(OCC)=O)C.O=[C:18]1[C:24]2[CH:25]=[C:26]([Cl:29])[CH:27]=[CH:28][C:23]=2[N:22]([C:30](=[O:48])[C:31]2[CH:36]=[CH:35][C:34]([NH:37][C:38](=[O:46])[C:39]3[CH:44]=[CH:43][CH:42]=[CH:41][C:40]=3[CH3:45])=[CH:33][C:32]=2[CH3:47])[CH2:21][CH2:20][CH2:19]1>O1CCCC1>[CH2:15]([O:14][C:12]([CH:11]=[C:18]1[C:24]2[CH:25]=[C:26]([Cl:29])[CH:27]=[CH:28][C:23]=2[N:22]([C:30](=[O:48])[C:31]2[CH:36]=[CH:35][C:34]([NH:37][C:38](=[O:46])[C:39]3[CH:44]=[CH:43][CH:42]=[CH:41][C:40]=3[CH3:45])=[CH:33][C:32]=2[CH3:47])[CH2:21][CH2:20][CH2:19]1)=[O:13])[CH3:16] |f:0.1|. Procedure details: To tetrahydrofuran (200 ml) is added sodium hydride (60%, 0.85 g), and thereto is added dropwise ethyl diethylphosphonoacetate (4.68 ml) with stirring under ice-cooling, and the mixture is further stirred under ice-cooling for 10 minutes. To the reaction mixture is added 5-oxo-7-chloro-1-[2-methyl-4-(2-methylbenzoylamino)benzoyl]-2,3,4,5-tetrahydro-1H-benzazepine (2.10 g), and the mixture is stirred at room temperature for 6 hours. The reaction solution is poured into ice-water (200 ml), and ext... Starting materials: O=C1CCC(=O)N1Br, O=C(OOC(=O)c1ccccc1)c1ccccc1, COc1ccnc2c(C)cccc12, ClC(Cl)(Cl)Cl. Product: COc1ccnc2c(CBr)cccc12. Reaction SMILES: [Br:14][N:15]1[C:16](=[O:17])[CH2:18][CH2:19][C:20]1=[O:21].[C:22]([O:23][O:24][C:25](=[O:26])[c:27]1[cH:28][cH:29][cH:30][cH:31][cH:32]1)(=[O:33])[c:34]1[cH:35][cH:36][cH:37][cH:38][cH:39]1.[CH3:1][O:2][c:3]1[cH:4][cH:5][n:6][c:7]2[c:8]([CH3:13])[cH:9][cH:10][cH:11][c:12]12.[Cl:40][C:41]([Cl:42])([Cl:43])[Cl:44]>>[CH3:1][O:2][c:3]1[cH:4][cH:5][n:6][c:7]2[c:8]([CH2:13][Br:14])[cH:9][cH:10][cH:11][c:12]12. The product is O=c1cc(-c2ccccc2)oc2cc(N3CCOCC3)cc(O)c12. RXN SMILES: [C:33](=[O:34])([O-:35])[O-:36].[CH2:27]1[CH2:28][O:29][CH2:30][CH2:31][NH:32]1.[CH3:39][c:40]1[cH:41][cH:42][cH:43][cH:44][cH:45]1.[Cs+:37].[Cs+:38].[O:48]=[C:49]([CH:50]=[CH:51][c:52]1[cH:53][cH:54][cH:55][cH:56][cH:57]1)[CH:58]=[CH:59][c:60]1[cH:61][cH:62][cH:63][cH:64][cH:65]1.[O:66]=[C:67]([CH:68]=[CH:69][c:70]1[cH:71][cH:72][cH:73][cH:74][cH:75]1)[CH:76]=[CH:77][c:78]1[cH:79][cH:80][cH:81][cH:82][cH:83]1.[O:84]=[C:85]([CH:86]=[CH:87][c:88]1[cH:89][cH:90][cH:91][cH:92][cH:93]1)[CH:94]=[CH:95][c:96]1[cH:97][cH:98][cH:99][cH:100][cH:101]1.[OH:1][c:2]1[c:3]2[c:4](=[O:26])[cH:5][c:6](-[c:20]3[cH:21][cH:22][cH:23][cH:24][cH:25]3)[o:7][c:8]2[cH:9][c:10]([O:12][S:13]([C:14]([F:15])([F:16])[F:17])(=[O:18])=[O:19])[cH:11]1.[Pd:46].[Pd:47]>>[OH:1][c:2]1[c:3]2[c:4](=[O:26])[cH:5][c:6](-[c:20]3[cH:21][cH:22][cH:23][cH:24][cH:25]3)[o:7][c:8]2[cH:9][c:10]([N:32]2[CH2:27][CH2:28][O:29][CH2:30][CH2:31]2)[cH:11]1. Reactants: O=C([O-])[O-], C1COCCN1, Cc1ccccc1, [Cs+], [Cs+], O=C(C=Cc1ccccc1)C=Cc1ccccc1, O=C(C=Cc1ccccc1)C=Cc1ccccc1, O=C(C=Cc1ccccc1)C=Cc1ccccc1, O=c1cc(-c2ccccc2)oc2cc(OS(=O)(=O)C(F)(F)F)cc(O)c12, [Pd], [Pd]. Reactants: BrCc1ccccc1, O=C([O-])[O-], CCCC[N+](CCCC)(CCCC)CCCC, [I-], [K+], [K+], Nc1cc(Cl)c([N+](=O)[O-])cc1O. Yields the product Nc1cc(Cl)c([N+](=O)[O-])cc1OCc1ccccc1. RXN SMILES: [Br:19][CH2:20][c:21]1[cH:22][cH:23][cH:24][cH:25][cH:26]1.[C:13](=[O:14])([O-:15])[O-:16].[CH2:28]([N+:29]([CH2:30][CH2:31][CH2:32][CH3:33])([CH2:34][CH2:35][CH2:36][CH3:37])[CH2:38][CH2:39][CH2:40][CH3:41])[CH2:42][CH2:43][CH3:44].[I-:27].[K+:17].[K+:18].[NH2:1][c:2]1[c:3]([OH:12])[cH:4][c:5]([N+:9](=[O:10])[O-:11])[c:6]([Cl:8])[cH:7]1>>[NH2:1][c:2]1[c:3]([O:12][CH2:20][c:21]2[cH:22][cH:23][cH:24][cH:25][cH:26]2)[cH:4][c:5]([N+:9](=[O:10])[O-:11])[c:6]([Cl:8])[cH:7]1. The reactants are 5-1-do-7-chloro-1,4-dihydro-2,3-quinoxalinedione, C(C(=O)O)(=O)O (oxalic acid), XXXI, ClC1=CC(=C(C(=C1)I)N)N (4-chloro-6-iodo-1,2-phenylenediamine). The solvent is Cl (HCl). Yields the product IC1=C2NC(C(NC2=CC(=C1)Cl)=O)=O (5-iodo-7-chloro-1,4-dihydro-2,3-quinoxalinedione). Isolated yield 74.2%. As a reaction SMILES: [Cl:1][C:2]1[CH:7]=[C:6]([I:8])[C:5]([NH2:9])=[C:4]([NH2:10])[CH:3]=1.[C:11](O)(=[O:15])[C:12](O)=[O:13]>Cl>[I:8][C:6]1[CH:7]=[C:2]([Cl:1])[CH:3]=[C:4]2[C:5]=1[NH:9][C:11](=[O:15])[C:12](=[O:13])[NH:10]2. Procedure details: Synthesis of 5-1-do-7-chloro-1,4-dihydro-2,3-quinoxalinedione: The procedure of Foged, C. and Journal, P. (J. of Lab. Compd. and Radiopharmac. XXXI (5):365-373 (1992)) was adapted. To a stirred mixture of 4-chloro-6-iodo-1,2-phenylenediamine (366 mg, 1.253 mMol) in 2N HCl (30 mL) was added oxalic acid (160 mg, 1.269 mMol, used as received) in one portion. The mixture was refluxed at 120°-5° C. for 3 h, then cooled to room temperature overnight. The mixture was centrifuged and the liquid layer wa...